This data is from the Open Reaction Database (ORD), a public repository of structured organic reaction records. The task is: describe an organic reaction: reactants, conditions, products, and yield The reactants are Cl, OC1CCOCC1, Cc1ccc(S(=O)(=O)Cl)cc1, c1ccncc1. Yields the product Cc1ccc(S(=O)(=O)OC2CCOCC2)cc1. As a reaction SMILES: [ClH:19].[O:12]1[CH2:13][CH2:14][CH:15]([OH:18])[CH2:16][CH2:17]1.[c:1]1([CH3:11])[cH:2][cH:3][c:4]([S:7](=[O:8])(=[O:9])[Cl:10])[cH:5][cH:6]1.[cH:20]1[cH:21][cH:22][n:23][cH:24][cH:25]1>>[c:1]1([CH3:11])[cH:2][cH:3][c:4]([S:7](=[O:8])(=[O:9])[O:18][CH:15]2[CH2:14][CH2:13][O:12][CH2:17][CH2:16]2)[cH:5][cH:6]1. The reactants are FC(C=1N=C(SC1)C(=O)O)(F)F (4-(trifluoromethyl)-1,3-thiazole-2-carboxylic acid), CN(C)C=O (DMF), C(C(=O)Cl)(=O)Cl (oxalyl chloride), NC1=C(C=CC(=C1C)OC)C(C)=O (1-(2-amino-4-methoxy-3-methyl-phenyl)-ethanone). Solvent: C(Cl)Cl (DCM), O1CCOCC1 (dioxane). Reaction conditions: time 2 hour. The product is C(C)(=O)C1=CC=C(C(=C1NC(=O)C=1SCC(N1)C(F)(F)F)C)OC (4-trifluoromethyl-4H-thiazole-2-carboxylic acid-(6-acetyl-3-methoxy-2-methyl-phenyl)-amide). The yield is 86.0%. Reaction SMILES: [F:1][C:2]([F:12])([F:11])[C:3]1[N:4]=[C:5]([C:8]([OH:10])=O)[S:6][CH:7]=1.CN(C=O)C.C(Cl)(=O)C(Cl)=O.[NH2:24][C:25]1[C:30]([CH3:31])=[C:29]([O:32][CH3:33])[CH:28]=[CH:27][C:26]=1[C:34](=[O:36])[CH3:35]>C(Cl)Cl.O1CCOCC1>[C:34]([C:26]1[C:25]([NH:24][C:8]([C:5]2[S:6][CH2:7][CH:3]([C:2]([F:1])([F:12])[F:11])[N:4]=2)=[O:10])=[C:30]([CH3:31])[C:29]([O:32][CH3:33])=[CH:28][CH:27]=1)(=[O:36])[CH3:35]. Procedure details: To a stirred solution of 4-(trifluoromethyl)-1,3-thiazole-2-carboxylic acid (3.5 g, 1 eq.) in DCM (35 mL) at 0° C. under nitrogen was added anhydrous DMF (few drops) and oxalyl chloride (3.14 mL, 2 eq.). At the end of the gas evolution, the reaction mixture was allowed to warm up to room temperature. The mixture was stirred at room temperature for 2 hrs and was evaporated. Dioxane (70 mL) was added under nitrogen followed by a solution of 1-(2-amino-4-methoxy-3-methyl-phenyl)-ethanone 9 (3.18 g,... Reactants: CC(C)(C)OC(=O)NC(C(=O)c1ccc(F)cc1)C(C)(C)C, [N-]=[N+]=[N-], [Na+], CN(C)C=O. The product is CC(C)(C)OC(=O)NC(C(=O)c1ccc(N)cc1)C(C)(C)C. Reaction SMILES: [C:5]([CH3:6])([CH3:7])([CH3:8])[O:9][C:10]([NH:11][CH:12]([C:13]([CH3:14])([CH3:15])[CH3:16])[C:17]([c:18]1[cH:19][cH:20][c:21]([F:24])[cH:22][cH:23]1)=[O:25])=[O:26].[N-:2]=[N+:3]=[N-:4].[Na+:1].[O:27]=[CH:28][N:29]([CH3:30])[CH3:31]>>[NH2:2][c:21]1[cH:20][cH:19][c:18]([C:17]([CH:12]([NH:11][C:10]([O:9][C:5]([CH3:6])([CH3:7])[CH3:8])=[O:26])[C:13]([CH3:14])([CH3:15])[CH3:16])=[O:25])[cH:23][cH:22]1. Reaction SMILES: [H-:14].[N+:16](=[O:17])([O-:18])[c:19]1[cH:20][c:21]([CH2:22][Br:23])[cH:24][cH:25][cH:26]1.[Na+:15].[O:27]1[CH2:28][CH2:29][CH2:30][CH2:31]1.[nH:1]1[cH:2][cH:3][c:4]2[cH:5][c:6]([C:10](=[O:11])[O:12][CH3:13])[cH:7][cH:8][c:9]12>>[n:1]1([CH2:22][c:21]2[cH:20][c:19]([N+:16](=[O:17])[O-:18])[cH:26][cH:25][cH:24]2)[cH:2][cH:3][c:4]2[cH:5][c:6]([C:10](=[O:11])[O:12][CH3:13])[cH:7][cH:8][c:9]12. Product: COC(=O)c1ccc2c(ccn2Cc2cccc([N+](=O)[O-])c2)c1. The reactants are [H-], O=[N+]([O-])c1cccc(CBr)c1, [Na+], C1CCOC1, COC(=O)c1ccc2[nH]ccc2c1. Starting materials: C(C)[Si](CC)(CC)C#C[C@]1([C@H]([C@H](C(OC(C)=O)O1)OC(C)=O)OCC1=CC=CC=C1)COCC1=CC=CC=C1 (4-C-triethylsilylethynyl-1, 2-di-O-acetyl-3,5-di-O-benzyl-D-ribo-pentofuranose), NC1=NC2=NC(=NC=C2N1)N (diaminopurine), C/C(=N\[Si](C)(C)C)/O[Si](C)(C)C (N,O-bis(trimethylsilyl)acetamide), FC(S(=O)(=O)O[Si](C)(C)C)(F)F (trimethylsilyl trifluoromethanesulfonate), C(O)([O-])=O.[Na+] (sodium hydrogencarbonate). The solvent is ClCCCl (1,2-dichloroethane). Conditions: time 15 minute. Yields the product C(C)(=O)O[C@H]1[C@@H](O[C@@]([C@H]1OCC1=CC=CC=C1)(COCC1=CC=CC=C1)C#C[Si](CC)(CC)CC)N1C2=NC(=NC(=C2N=C1)N)N (9-(2-O-acetyl-3,5-di-O-benzyl-4-C-triethylsilylethynyl-β-D-ribofuranosyl)-2,6-diaminopurine). RXN SMILES: [CH2:1]([Si:3]([C:8]#[C:9][C@:10]1([CH2:31][O:32][CH2:33][C:34]2[CH:39]=[CH:38][CH:37]=[CH:36][CH:35]=2)[O:18][CH:13](OC(=O)C)[C@H:12]([O:19][C:20](=[O:22])[CH3:21])[C@@H:11]1[O:23][CH2:24][C:25]1[CH:30]=[CH:29][CH:28]=[CH:27][CH:26]=1)([CH2:6][CH3:7])[CH2:4][CH3:5])[CH3:2].N[C:41]1[NH:49][C:48]2[C:43](=[N:44][C:45]([NH2:50])=[N:46][CH:47]=2)[N:42]=1.C/C(/O[Si](C)(C)C)=[N:53]\[Si](C)(C)C.FC(F)(F)S(O[Si](C)(C)C)(=O)=O.C(=O)([O-])O.[Na+]>ClCCCl>[C:20]([O:19][C@@H:12]1[C@H:11]([O:23][CH2:24][C:25]2[CH:30]=[CH:29][CH:28]=[CH:27][CH:26]=2)[C@@:10]([C:9]#[C:8][Si:3]([CH2:4][CH3:5])([CH2:6][CH3:7])[CH2:1][CH3:2])([CH2:31][O:32][CH2:33][C:34]2[CH:39]=[CH:38][CH:37]=[CH:36][CH:35]=2)[O:18][C@H:13]1[N:42]1[CH:41]=[N:49][C:48]2[C:43]1=[N:44][C:45]([NH2:50])=[N:46][C:47]=2[NH2:53])(=[O:22])[CH3:21] |f:4.5|. Procedure details: To a solution of Compound 6 (1.1 g, 2 mmol) in 1,2-dichloroethane (16.5 ml), diaminopurine (0.45 g, 3 mmol) and N,O-bis(trimethylsilyl)acetamide (4.4 ml, 18 mmol) were added, followed by refluxing for three hours. After the mixture was cooled to room temperature, trimethylsilyl trifluoromethanesulfonate (0.77 ml, 4 mmol) was added dropwise to the mixture at 0° C. in an argon atmosphere. The mixture was stirred for 15 minutes at room temperature, refluxed for 24 hours, and cooled to room temperat...